This data is from the Open Reaction Database (ORD), a public repository of structured organic reaction records. The task is: describe an organic reaction: reactants, conditions, products, and yield Reactants: NC1=C(C#N)C=CC=C1 (2-aminobenzonitrile), C1(CC(CCC1)=O)=O (1,3-cyclohexandione). The reagents and catalysts are O.CC1=CC=C(C=C1)S(=O)(=O)O (4-methylbenzenesulfonic acid monohydrate). The solvent is O (water). Product: O=C1C=C(CCC1)NC1=C(C#N)C=CC=C1 (2-(3-oxocyclohexen-1-yl)aminobenzonitrile). Isolated yield 92.8%. Reaction SMILES: [NH2:1][C:2]1[CH:9]=[CH:8][CH:7]=[CH:6][C:3]=1[C:4]#[N:5].[C:10]1(=O)[CH2:15][CH2:14][CH2:13][C:12](=[O:16])[CH2:11]1>O.O.CC1C=CC(S(O)(=O)=O)=CC=1>[O:16]=[C:12]1[CH2:13][CH2:14][CH2:15][C:10]([NH:1][C:2]2[CH:9]=[CH:8][CH:7]=[CH:6][C:3]=2[C:4]#[N:5])=[CH:11]1 |f:3.4|. Procedure details: A mixture of 2-aminobenzonitrile (120 g) and 1,3-cyclohexandione (120 g) in water (400 ml) was heated to 40° and 4-methylbenzenesulfonic acid monohydrate (6.2 g) was added, with stirring. The mixture was stirred at 40° for 1 hr. The mixture was filtered, and the filter cake was washed with water to provide 200 g (93%) of 2-(3-oxocyclohexen-1-yl)aminobenzonitrile, mp 191.4°. The reactants are O=C([O-])[O-], Cc1ccccc1, CC(C)c1cc(C(C)C)c(-c2ccccc2P(C2CCCCC2)C2CCCCC2)c(C(C)C)c1, [Cs+], [Cs+], Fc1ccccc1Cc1n[nH]c2ncccc12, Nc1nc(N)nc(Cl)n1, O. Yields the product Nc1nc(N)nc(-n2nc(Cc3ccccc3F)c3cccnc32)n1. RXN SMILES: [C:61](=[O:62])([O-:63])[O-:64].[CH3:67][c:68]1[cH:69][cH:70][cH:71][cH:72][cH:73]1.[CH:27]1([P:28]([CH:29]2[CH2:30][CH2:31][CH2:32][CH2:33][CH2:34]2)[c:35]2[cH:36][cH:37][cH:38][cH:39][c:40]2-[c:41]2[c:42]([CH:43]([CH3:44])[CH3:45])[cH:46][c:47]([CH:48]([CH3:49])[CH3:50])[cH:51][c:52]2[CH:53]([CH3:54])[CH3:55])[CH2:56][CH2:57][CH2:58][CH2:59][CH2:60]1.[Cs+:65].[Cs+:66].[F:1][c:2]1[c:3]([CH2:4][c:5]2[n:6][nH:7][c:8]3[n:9][cH:10][cH:11][cH:12][c:13]23)[cH:14][cH:15][cH:16][cH:17]1.[NH2:18][c:19]1[n:20][c:21]([NH2:22])[n:23][c:24]([Cl:25])[n:26]1.[OH2:74]>>[F:1][c:2]1[c:3]([CH2:4][c:5]2[n:6][n:7](-[c:24]3[n:23][c:21]([NH2:22])[n:20][c:19]([NH2:18])[n:26]3)[c:8]3[n:9][cH:10][cH:11][cH:12][c:13]23)[cH:14][cH:15][cH:16][cH:17]1.